Dataset: the Open Reaction Database (ORD), a public repository of structured organic reaction records. Task: describe an organic reaction: reactants, conditions, products, and yield The reactants are ClC1=NC=CC=C1C=1C=C2C=NNC2=CC1 (5-(2-chloropyridin-3-yl)-1H-indazole), ClC1=NC=CC=C1C1=CC=C2C=CN=CC2=C1 (7-(2-chloropyridin-3-yl)isoquinoline), BrC1=CC=C2C=CN=CC2=C1 (7-bromoisoquinoline), ClC1=NC=CC=C1B1OC(C)(C)C(C)(C)O1 (2-chloro-3-pyridine boronic acid pinacol ester), C(=O)([O-])[O-].[Na+].[Na+] (Na2CO3). The reagents and catalysts are C=1C=CC(=CC1)[P](C=2C=CC=CC2)(C=3C=CC=CC3)[Pd]([P](C=4C=CC=CC4)(C=5C=CC=CC5)C=6C=CC=CC6)([P](C=7C=CC=CC7)(C=8C=CC=CC8)C=9C=CC=CC9)[P](C=1C=CC=CC1)(C=1C=CC=CC1)C=1C=CC=CC1 (Pd(PPh3)4). Run in C(Cl)Cl (CH2Cl2), O1CCOCC1 (1,4-dioxane). The product is ClC1=NC=CC=C1C=1C=C2C=CC=NC2=CC1 (6-(2-Chloropyridin-3-yl)quinoline), solid. The yield is 70.0%. As a reaction SMILES: ClC1C(C2C=C3C(=CC=2)NN=C3)=CC=CN=1.[Cl:17][C:18]1[C:23]([C:24]2[CH:33]=[C:32]3[C:27]([CH:28]=[CH:29][N:30]=[CH:31]3)=[CH:26][CH:25]=2)=[CH:22][CH:21]=[CH:20][N:19]=1.BrC1C=C2C(C=CN=C2)=CC=1.ClC1C(B2OC(C)(C)C(C)(C)O2)=CC=CN=1.C([O-])([O-])=O.[Na+].[Na+]>O1CCOCC1.C1C=CC([P]([Pd]([P](C2C=CC=CC=2)(C2C=CC=CC=2)C2C=CC=CC=2)([P](C2C=CC=CC=2)(C2C=CC=CC=2)C2C=CC=CC=2)[P](C2C=CC=CC=2)(C2C=CC=CC=2)C2C=CC=CC=2)(C2C=CC=CC=2)C2C=CC=CC=2)=CC=1.C(Cl)Cl>[Cl:17][C:18]1[C:23]([C:24]2[CH:25]=[C:26]3[C:31](=[CH:32][CH:33]=2)[N:30]=[CH:29][CH:28]=[CH:27]3)=[CH:22][CH:21]=[CH:20][N:19]=1 |f:4.5.6,^1:76,78,97,116|. Procedure details: Analogous to the preparation of 5-(2-chloropyridin-3-yl)-1H-indazole, 7-(2-chloropyridin-3-yl)isoquinoline was prepared by heating the mixture of 7-bromoisoquinoline (1.0 g, 4.8 mmol), 2-chloro-3-pyridine boronic acid pinacol ester (1.5 g, 6.20 mmol), Pd(PPh3)4 (330 mg, 0.28 mmol) and 2M aq.Na2CO3 (7 mL, 14 mmol) in 1,4-dioxane (40 mL). 6-(2-Chloropyridin-3-yl)quinoline was isolated as a white solid (820 mg, 70%) after the CH2Cl2 work-up and silica gel flash column purification. 1H NMR (DMSO-d6)...